describe an organic reaction: reactants, conditions, products, and yield From a dataset of the Open Reaction Database (ORD), a public repository of structured organic reaction records. Reactants: CCCCCCCC, [Cu], CCOC(=O)C(=[N+]=[N-])C(=O)OC(C=C(C)C)C(Cl)(Cl)Cl. Product: CCOC(=O)C12C(=O)OC(C(Cl)(Cl)Cl)C1C2(C)C. RXN SMILES: [CH3:21][CH2:22][CH2:23][CH2:24][CH2:25][CH2:26][CH2:27][CH3:28].[Cu:29].[N+:1](=[N-:2])=[C:3]([C:4](=[O:5])[O:6][CH2:7][CH3:8])[C:9](=[O:10])[O:11][CH:12]([CH:13]=[C:14]([CH3:15])[CH3:16])[C:17]([Cl:18])([Cl:19])[Cl:20]>>[C:3]12([C:4](=[O:5])[O:6][CH2:7][CH3:8])[C:9](=[O:10])[O:11][CH:12]([C:17]([Cl:18])([Cl:19])[Cl:20])[CH:13]1[C:14]2([CH3:15])[CH3:16].